This data is from the Open Reaction Database (ORD), a public repository of structured organic reaction records. The task is: describe an organic reaction: reactants, conditions, products, and yield The reactants are COC=1C=C2C=CC(=CC2=CC1)C(C(=O)OC)C (methyl 6-methoxy-2-naphthyl-α-methylacetate), C(C)OCC (diethyl ether), [Na] (sodium), C(CC(C)C)O (iso-amyl alcohol). Run in Cl (hydrochloric acid). Product: COC=1C=C2CCC(=CC2=CC1)C(C(=O)OC)C (methyl 6-methoxy-3,4-dihydro-2-naphthyl-α-methylacetate). As a reaction SMILES: [CH3:1][O:2][C:3]1[CH:4]=[C:5]2[C:10](=[CH:11][CH:12]=1)[CH:9]=[C:8]([CH:13]([CH3:18])[C:14]([O:16][CH3:17])=[O:15])[CH:7]=[CH:6]2.[Na].C(O)CC(C)C.C(OCC)C>Cl>[CH3:1][O:2][C:3]1[CH:4]=[C:5]2[C:10](=[CH:11][CH:12]=1)[CH:9]=[C:8]([CH:13]([CH3:18])[C:14]([O:16][CH3:17])=[O:15])[CH2:7][CH2:6]2 |^1:18|. Reported procedure: A mixture of 24.4 g. of methyl 6-methoxy-2-naphthyl-α-methylacetate, 25 g. of sodium metal, and 500 ml. of anhydrous iso-amyl alcohol are refluxed for 18 hours. The cooled reaction mixture is acidified by the addition of aqueous IN hydrochloric acid. The product is isolated by diethyl ether extraction to give methyl 6-methoxy-3,4-dihydro-2-naphthyl-α-methylacetate. Reactants: O=C(O)C=CC(=O)NC1CCCCC1, O=S(=O)(O)O. The product is O=C1C=CC(=O)N1C1CCCCC1. Reaction SMILES: [CH:1]1([NH:7][C:8]([CH:9]=[CH:10][C:11](=[O:12])[OH:13])=[O:14])[CH2:2][CH2:3][CH2:4][CH2:5][CH2:6]1.[S:15](=[O:16])(=[O:17])([OH:18])[OH:19]>>[CH:1]1([N:7]2[C:8](=[O:14])[CH:9]=[CH:10][C:11]2=[O:13])[CH2:2][CH2:3][CH2:4][CH2:5][CH2:6]1. The reactants are NC1=C(C(N(C(N1CCC)=O)CCC)=O)NC(=O)C12CCCC(CC1)(C2)CO (5-hydroxymethyl-bicyclo[3.2.1]octane-1-carboxylic acid (6-amino-2,4-dioxo-1,3-dipropyl-1,2,3,4-tetrahydro-pyrimidin-5-yl)-amide), [OH-].[Na+] (NaOH). The solvent is CO (MeOH). Product: OCC12CCCC(CC1)(C2)C2=NC=1N(C(N(C(C1N2)=O)CCC)=O)CCC (8-(5-Hydroxymethyl-bicyclo[3.2.1]oct-1-yl)-1,3-dipropyl-3,7-dihydro-purine-2,6-dione). The yield is 40.0%. RXN SMILES: [NH2:1][C:2]1[N:7]([CH2:8][CH2:9][CH3:10])[C:6](=[O:11])[N:5]([CH2:12][CH2:13][CH3:14])[C:4](=[O:15])[C:3]=1[NH:16][C:17]([C:19]12[CH2:26][C:23]([CH2:27][OH:28])([CH2:24][CH2:25]1)[CH2:22][CH2:21][CH2:20]2)=O.[OH-].[Na+]>CO>[OH:28][CH2:27][C:23]12[CH2:26][C:19]([C:17]3[NH:16][C:3]4[C:4](=[O:15])[N:5]([CH2:12][CH2:13][CH3:14])[C:6](=[O:11])[N:7]([CH2:8][CH2:9][CH3:10])[C:2]=4[N:1]=3)([CH2:25][CH2:24]1)[CH2:20][CH2:21][CH2:22]2 |f:1.2|. Procedure: A solution of 5-hydroxymethyl-bicyclo[3.2.1]octane-1-carboxylic acid (6-amino-2,4-dioxo-1,3-dipropyl-1,2,3,4-tetrahydro-pyrimidin-5-yl)-amide (0.51 mmol, 0.20 g) in 20°% NaOH (2.0 ml) and MeOH (10.0 ml) was stirred and refluxed overnight. The reaction was cooled to room temperature and then concentrated to remove MeOH. The aqueous was acidified (pH 2-3) with conc. HCl and then extracted with EtOAc. The combined EtOAc extracts were washed with saturated NaHCO3, H2O and brine, and dried (MgSQ4). F... Reactants: OC1=C(C(=O)OCC2=CC=CC=C2)C=CC(=C1)O (benzyl 2,4-dihydroxybenzoate), C([O-])([O-])=O.[K+].[K+] (potassium carbonate), CC=CCCl (methyallyl chloride). Solvent: CN(C)C=O (DMF). Run at temperature 40 celsius, time 2 hour. Product: OC1=C(C(=O)OCC2=CC=CC=C2)C=CC(=C1)OCC(=C)C (benzyl 2-hydroxy-4-(2-methylallyloxy)benzoate). Yield: 57.5%. RXN SMILES: [OH:1][C:2]1[CH:17]=[C:16]([OH:18])[CH:15]=[CH:14][C:3]=1[C:4]([O:6][CH2:7][C:8]1[CH:13]=[CH:12][CH:11]=[CH:10][CH:9]=1)=[O:5].[C:19](=O)([O-])[O-].[K+].[K+].C[CH:26]=[CH:27][CH2:28]Cl>CN(C=O)C>[OH:1][C:2]1[CH:17]=[C:16]([O:18][CH2:19][C:27]([CH3:28])=[CH2:26])[CH:15]=[CH:14][C:3]=1[C:4]([O:6][CH2:7][C:8]1[CH:13]=[CH:12][CH:11]=[CH:10][CH:9]=1)=[O:5] |f:1.2.3|. Reported procedure: To a mixture of 17 g of benzyl 2,4-dihydroxybenzoate (0.07 mol) and 10 g of potassium carbonate (0.077 mol) in 60 ml of DMF brought to 70° C. were added 6.81 ml of methyallyl chloride (0.07 mol) dropwise over 1 hour. The mixture was left at 70° C. for 2 hours. It is cooled to about 40° C. and the salts are filtered off. The salts were washed with DMF. The liquids were combined, and the solvent was evaporated off. A brown oil was obtained which was purified on silica (eluent: 70/30 heptane/CH2Cl2... Conditions: time 1 hour. Reported procedure: 3-(Cyanoacetyl)indole was prepared by suspending indole (11.71 g, 0.10 mmol) and potassium cyanoacetate (24.6 g, 0.2 mmol) in acetonitrile (300 mL), and to this methanesulphonylchloride (7.7 mL, 0.1 mmol) was added. The resulting mixture was stirred at ambient temperature for 1 h, and then sodium carbonate (10 g in 50 mL water) was added. After 5 min, the organic phase was separated, dried (Na2SO4) and concentrated under reduced pressure. The residue was recrystallised from ethanol (100 mL) to g... Yields the product C(#N)CC(=O)C1=CNC2=CC=CC=C12 (3-(Cyanoacetyl)indole), desired material. Reaction SMILES: [NH:1]1[C:9]2[C:4](=[CH:5][CH:6]=[CH:7][CH:8]=2)[CH:3]=[CH:2]1.[C:10]([CH2:12][C:13]([O-])=[O:14])#[N:11].[K+].CS(Cl)(=O)=O.C(=O)([O-])[O-].[Na+].[Na+]>C(#N)C>[C:10]([CH2:12][C:13]([C:3]1[C:4]2[C:9](=[CH:8][CH:7]=[CH:6][CH:5]=2)[NH:1][CH:2]=1)=[O:14])#[N:11] |f:1.2,4.5.6|. Reactants: CS(=O)(=O)Cl (methanesulphonylchloride), C([O-])([O-])=O.[Na+].[Na+] (sodium carbonate), N1C=CC2=CC=CC=C12 (indole), C(#N)CC(=O)[O-].[K+] (potassium cyanoacetate). Run in C(C)#N (acetonitrile). The reactants are C(C)(C)(C)OC(NC1=C(C=C(C=C1)C=1C=NC(=CC1)OCC1=CC=CC=C1)NC(CC(C1=CC(=CC=C1)C(F)(F)F)=O)=O)=O ({4-(6-benzyloxy-pyridin-3-yl)-2-[3-oxo-3-(3-trifluoromethyl-phenyl)-propionylamino]-phenyl}-carbamic acid tert.-butyl ester), Example K 23, C(=O)(C(F)(F)F)O (TFA). Solvent: C(Cl)Cl (CH2Cl2). The product is C(C1=CC=CC=C1)OC1=CC=C(C=N1)C=1C=CC2=C(NC(CC(=N2)C2=CC(=CC=C2)C(F)(F)F)=O)C1 (8-(6-Benzyloxy-pyridin-3-yl)-4-(3-trifluoromethyl-phenyl)-1,3-dihydro-benzo[b][1,4]diazepin-2-one). The yield is 30.5%. Reaction SMILES: C(OC(=O)[NH:7][C:8]1[CH:13]=[CH:12][C:11]([C:14]2[CH:15]=[N:16][C:17]([O:20][CH2:21][C:22]3[CH:27]=[CH:26][CH:25]=[CH:24][CH:23]=3)=[CH:18][CH:19]=2)=[CH:10][C:9]=1[NH:28][C:29](=[O:43])[CH2:30][C:31](=O)[C:32]1[CH:37]=[CH:36][CH:35]=[C:34]([C:38]([F:41])([F:40])[F:39])[CH:33]=1)(C)(C)C.C(O)(C(F)(F)F)=O>C(Cl)Cl>[CH2:21]([O:20][C:17]1[N:16]=[CH:15][C:14]([C:11]2[CH:12]=[CH:13][C:8]3[N:7]=[C:31]([C:32]4[CH:37]=[CH:36][CH:35]=[C:34]([C:38]([F:40])([F:39])[F:41])[CH:33]=4)[CH2:30][C:29](=[O:43])[NH:28][C:9]=3[CH:10]=2)=[CH:19][CH:18]=1)[C:22]1[CH:23]=[CH:24][CH:25]=[CH:26][CH:27]=1. Reported procedure: Prepared from {4-(6-benzyloxy-pyridin-3-yl)-2-[3-oxo-3-(3-trifluoromethyl-phenyl)-propionylamino]-phenyl}-carbamic acid tert.-butyl ester (Example K 23) (198 mg, 0.33 mmol) by treatment with TFA in CH2Cl2 according to the general procedure M. Obtained as a yellow solid (49 mg). Starting materials: C(C)(C)(C)OC(=O)N1[C@H](CCC1)COC=1C=NC(=CC1)Cl (3-((1-t-butoxycarbonyl-2-(R)-pyrrolidinyl)methoxy)-6-chloropyridine), C(C)(C)(C)OC(=O)N1[C@H](CCC1)CO ((R)-1-t-butoxycarbonyl-2-pyrrolidinemethanol), C=O (paraformaldehyde). The product is CN1[C@H](CCC1)COC=1C=NC(=CC1)Cl (3-((1-methyl-2-(R)-pyrrolidinyl)methoxy)-6-chloropyridine). Procedure details: A 376 mg (1.2 mmol) sample of 3-((1-t-butoxycarbonyl-2-(R)-pyrrolidinyl)methoxy)-6-chloropyridine, prepared from (R)-1-t-butoxycarbonyl-2-pyrrolidinemethanol by the procedure described in Example 45a above, was treated with paraformaldehyde and formic acid for 2 hours as described in Example 16a above. The crude material was purified by column chromatography on silica gel, eluting with 20:1 chloroform:methanol to afford 219 mg of the title compound. MS (DCI/NH3) m/e: 225/227 (M+H)+. 1H NMR (CDCl... As a reaction SMILES: C(O[C:6]([N:8]1[CH2:12][CH2:11][CH2:10][C@@H:9]1[CH2:13][O:14][C:15]1[CH:16]=[N:17][C:18]([Cl:21])=[CH:19][CH:20]=1)=O)(C)(C)C.C(OC(N1CCC[C@@H]1CO)=O)(C)(C)C.C=O>C(O)=O>[CH3:6][N:8]1[CH2:12][CH2:11][CH2:10][C@@H:9]1[CH2:13][O:14][C:15]1[CH:16]=[N:17][C:18]([Cl:21])=[CH:19][CH:20]=1. Solvent: C(=O)O (formic acid). Reactants: FC1=CC(=C(OC=2C(=NC(=NC2)C)OC(C)C(=O)OC)C=C1N1C(N(C(=CC1=O)C(F)(F)F)C)=O)[N+](=O)[O-] (5-{4-fluoro-5-[3-methyl-2,6-dioxo-4-(trifluoromethyl)-1,2,3,6-tetrahydropyrimidin-1-yl]-2-nitrophenoxy}-4-{1-(methoxycarbonyl)ethoxy}-2-methylpyrimidine), C(C)O (ethanol). The reagents and catalysts are [Pt]=O (platinum oxide). The solvent is C(C)(=O)OCC (ethyl acetate). Conditions: time 1.5 hour. The product is NC1=C(OC=2C(=NC(=NC2)C)OC(C)C(=O)OC)C=C(C(=C1)F)N1C(N(C(=CC1=O)C(F)(F)F)C)=O (5-{2-amino-4-fluoro-5-[3-methyl-2,6-dioxo-4-(trifluoromethyl)-1,2,3,6-tetrahydropyrimidin-1-yl]phenoxy}-4-{1-(methoxycarbonyl)ethoxy}-2-methylpyrimidine). RXN SMILES: [F:1][C:2]1[C:22]([N:23]2[C:28](=[O:29])[CH:27]=[C:26]([C:30]([F:33])([F:32])[F:31])[N:25]([CH3:34])[C:24]2=[O:35])=[CH:21][C:5]([O:6][C:7]2[C:8]([O:14][CH:15]([C:17]([O:19][CH3:20])=[O:18])[CH3:16])=[N:9][C:10]([CH3:13])=[N:11][CH:12]=2)=[C:4]([N+:36]([O-])=O)[CH:3]=1.C(O)C>[Pt]=O.C(OCC)(=O)C>[NH2:36][C:4]1[CH:3]=[C:2]([F:1])[C:22]([N:23]2[C:28](=[O:29])[CH:27]=[C:26]([C:30]([F:31])([F:33])[F:32])[N:25]([CH3:34])[C:24]2=[O:35])=[CH:21][C:5]=1[O:6][C:7]1[C:8]([O:14][CH:15]([C:17]([O:19][CH3:20])=[O:18])[CH3:16])=[N:9][C:10]([CH3:13])=[N:11][CH:12]=1. Procedure details: A mixture of 5-{4-fluoro-5-[3-methyl-2,6-dioxo-4-(trifluoromethyl)-1,2,3,6-tetrahydropyrimidin-1-yl]-2-nitrophenoxy}-4-{1-(methoxycarbonyl)ethoxy}-2-methylpyrimidine, platinum oxide, ethanol and ethyl acetate is stirred for 1.5 hours at room temperature under hydrogen atmosphere. The reaction system is purged with nitrogen, then, the reaction solution is filtrated through Celite, and the filtrate is concentrated to obtain 5-{2-amino-4-fluoro-5-[3-methyl-2,6-dioxo-4-(trifluoromethyl)-1,2,3,6-tetr... Reactants: C(#N)C1(CC1)NC(=O)[C@H]1N(C[C@@H](C1)S(=O)(=O)C1=C(C=C(C=C1)F)Cl)C=1N(N=C(C1)C)C1CCC1 ((2S,4R)-4-(2-chloro-4-fluoro-benzenesulfonyl)-1-(2-cyclobutyl-5-methyl-2H-pyrazol-3-yl)-pyrrolidine-2-carboxylic acid (1-cyano-cyclopropyl)-amide), COCCO (2-methoxyethanol). Yields the product C(#N)C1(CC1)NC(=O)[C@H]1N(C[C@@H](C1)S(=O)(=O)C1=C(C=C(C=C1)OCCOC)Cl)C=1N(N=C(C1)C)C1CCC1 ((2S,4R)-4-[2-Chloro-4-(2-methoxy-ethoxy)-benzenesulfonyl]-1-(2-cyclobutyl-5-methyl-2H-pyrazol-3-yl)-pyrrolidine-2-carboxylic acid (1-cyano-cyclopropyl)-amide). As a reaction SMILES: [C:1]([C:3]1([NH:6][C:7]([C@@H:9]2[CH2:13][C@@H:12]([S:14]([C:17]3[CH:22]=[CH:21][C:20](F)=[CH:19][C:18]=3[Cl:24])(=[O:16])=[O:15])[CH2:11][N:10]2[C:25]2[N:26]([CH:31]3[CH2:34][CH2:33][CH2:32]3)[N:27]=[C:28]([CH3:30])[CH:29]=2)=[O:8])[CH2:5][CH2:4]1)#[N:2].[CH3:35][O:36][CH2:37][CH2:38][OH:39]>>[C:1]([C:3]1([NH:6][C:7]([C@@H:9]2[CH2:13][C@@H:12]([S:14]([C:17]3[CH:22]=[CH:21][C:20]([O:39][CH2:38][CH2:37][O:36][CH3:35])=[CH:19][C:18]=3[Cl:24])(=[O:16])=[O:15])[CH2:11][N:10]2[C:25]2[N:26]([CH:31]3[CH2:34][CH2:33][CH2:32]3)[N:27]=[C:28]([CH3:30])[CH:29]=2)=[O:8])[CH2:5][CH2:4]1)#[N:2]. Procedure: In analogy to the procedure described in example 392, (2S,4R)-4-(2-chloro-4-fluoro-benzenesulfonyl)-1-(2-cyclobutyl-5-methyl-2H-pyrazol-3-yl)-pyrrolidine-2-carboxylic acid (1-cyano-cyclopropyl)-amide (example 385b) was reacted with 2-methoxyethanol (CAS Reg. No. 109-86-4) to give the title compound as colorless oil. MS (ESI): m/z=562.2 [M+H]+.